Dataset: the Open Reaction Database (ORD), a public repository of structured organic reaction records. Task: describe an organic reaction: reactants, conditions, products, and yield Reaction conditions: temperature 2.5 celsius, time 30 minute. Starting materials: FC=1C=C2C=3CC4(OCCO4)CCC3NC2=CC1 (6-fluoro-1,2,4,9-tetrahydrospiro[carbazole-3,2′-[1,3]dioxolane]), O (water). Yields the product FC=1C=C2C=3CC(CCC3NC2=CC1)=O (6-fluoro-4,9-dihydro-1H-carbazol-3-(2H)-one). Reported procedure: A solution of 6-fluoro-1,2,4,9-tetrahydrospiro[carbazole-3,2′-[1,3]dioxolane] (33.7 g, 0.136 mol) in formic acid (123 ml) was stirred at rt for 4 h30. Then water was added carefully at 0° C., the resulting suspension was stirred for 30 min at 0-5° C. The suspension was filtered off and the yellow solid was washed twice with water (2×14 ml), dried in high vacuum overnight to yield the titled compound as a yellow solid. Run in C(=O)O (formic acid). RXN SMILES: [F:1][C:2]1[CH:3]=[C:4]2[C:16](=[CH:17][CH:18]=1)[NH:15][C:14]1[CH2:13][CH2:12][C:7]3(OCC[O:8]3)[CH2:6][C:5]2=1.O>C(O)=O>[F:1][C:2]1[CH:3]=[C:4]2[C:16](=[CH:17][CH:18]=1)[NH:15][C:14]1[CH2:13][CH2:12][C:7](=[O:8])[CH2:6][C:5]2=1. Reactants: [Al+3], CCCCCCCCOc1ccccc1, [Cl-], [Cl-], [Cl-], O=C1CCC(=O)O1, S=C=S. The product is CCCCCCCCOc1ccc(C(=O)CCC(=O)O)cc1. As a reaction SMILES: [Al+3:24].[CH2:1]([CH2:2][CH2:3][CH2:4][CH2:5][CH2:6][CH2:7][CH3:8])[O:9][c:10]1[cH:11][cH:12][cH:13][cH:14][cH:15]1.[Cl-:23].[Cl-:25].[Cl-:26].[O:16]=[C:17]1[CH2:18][CH2:19][C:20](=[O:21])[O:22]1.[S:27]=[C:28]=[S:29]>>[CH2:1]([CH2:2][CH2:3][CH2:4][CH2:5][CH2:6][CH2:7][CH3:8])[O:9][c:10]1[cH:11][cH:12][c:13]([C:20]([CH2:19][CH2:18][C:17](=[O:16])[OH:22])=[O:21])[cH:14][cH:15]1. Reactants: [OH-].[Na+] (Sodium hydroxide), ClC(=O)OC(C1=CC=CC=C1)=O (benzoyl chloroformate), C(C)(C)(C)OC(COCCOCCOCCOCCOCCOCCN)=O ({2-[2-(2-{2-[2-(2-Amino-ethoxy)-ethoxy]-ethoxy}-ethoxy)-ethoxy]-ethoxy}-acetic acid tert-butyl ester). The solvent is O (water), C(C)(=O)OCC (ethyl acetate). Run at time 8 hour. Product: C(C)(C)(C)OC(COCCOCCOCCOCCOCCOCCNC(=O)OCC1=CC=CC=C1)=O ({2-[2-(2-{2-[2-(2-Benzyloxycarbonylamino-ethoxy)-ethoxy]-ethoxy}-ethoxy)-ethoxy]-ethoxy}-acetic Acid Tert-butyl Ester). Isolated yield 487.8%. Reaction SMILES: [OH-].[Na+].Cl[C:4]([O:6][C:7](=O)[C:8]1[CH:13]=[CH:12][CH:11]=[CH:10][CH:9]=1)=[O:5].[C:15]([O:19][C:20](=[O:41])[CH2:21][O:22][CH2:23][CH2:24][O:25][CH2:26][CH2:27][O:28][CH2:29][CH2:30][O:31][CH2:32][CH2:33][O:34][CH2:35][CH2:36][O:37][CH2:38][CH2:39][NH2:40])([CH3:18])([CH3:17])[CH3:16]>O.C(OCC)(=O)C>[C:15]([O:19][C:20](=[O:41])[CH2:21][O:22][CH2:23][CH2:24][O:25][CH2:26][CH2:27][O:28][CH2:29][CH2:30][O:31][CH2:32][CH2:33][O:34][CH2:35][CH2:36][O:37][CH2:38][CH2:39][NH:40][C:4]([O:6][CH2:7][C:8]1[CH:13]=[CH:12][CH:11]=[CH:10][CH:9]=1)=[O:5])([CH3:18])([CH3:16])[CH3:17] |f:0.1|. Procedure: Sodium hydroxide (2.0 mL of a 3M in water, 6.0 mmol) and benzoyl chloroformate (0.52 mL, 0.36 mmol) were added in portions to compound 5 (0.90 g, 2.3 mmol) in ethyl acetate (10 mL) and the resulting mixture was stirred overnight. The reaction mixture was concentrated in vacuo, water (20 mL) was added, and the slurry was extracted with CH2Cl2 (3×100 mL), and the combined organic solutions were washed with saturated aq. NaHCO3 (20 mL) and brine (20 mL), and dried over anhydrous MgSO4. The solution... Starting materials: BrC1=CC=C(C(C2=CC=CC=C2)(O)C=C)C=C1 (4-bromo-α-vinyl-benzhydrol). Reagents/catalysts: [Pd] (palladium-on-carbon). Run in C1=CC=CC=C1 (benzene). Yields the product BrC1=CC=C(C(C2=CC=CC=C2)(O)CC)C=C1 (4-Bromo-α-ethyl-benzhydrol). RXN SMILES: [Br:1][C:2]1[CH:17]=[CH:16][C:5]([C:6]([CH:14]=[CH2:15])([OH:13])[C:7]2[CH:12]=[CH:11][CH:10]=[CH:9][CH:8]=2)=[CH:4][CH:3]=1>[Pd].C1C=CC=CC=1>[Br:1][C:2]1[CH:3]=[CH:4][C:5]([C:6]([CH2:14][CH3:15])([OH:13])[C:7]2[CH:12]=[CH:11][CH:10]=[CH:9][CH:8]=2)=[CH:16][CH:17]=1. Procedure details: 0.6 g. of 10% palladium-on-carbon are added to a solution of 29 g. of 4-bromo-α-vinyl-benzhydrol in 300 ml. of benzene, and the mixture is hydrogenated at room temperature under atmospheric pressure. After the uptake of the calculated amount of hydrogen the catalyst is filtered off, and the benzene is evaporated from the clear filtrate under reduced pressure. 25 g. of clear, viscous oil, boiling at 140° C./0.8 mmHg. are obtained as residue.